This data is from the Open Reaction Database (ORD), a public repository of structured organic reaction records. The task is: describe an organic reaction: reactants, conditions, products, and yield The reactants are CC(=O)O, CCNc1nc2cc3c(cc2[n+]([O-])n1)CC(CO)C3, [Na+], O=C([O-])O, OO. The product is CCNc1n[n+]([O-])c2cc3c(cc2[n+]1[O-])CC(CO)C3. As a reaction SMILES: [C:22]([OH:23])(=[O:24])[CH3:25].[CH2:3]([CH3:4])[NH:5][c:6]1[n:7][n+:8]([O-:21])[c:9]2[c:10]([n:11]1)[cH:12][c:13]1[c:17]([cH:18]2)[CH2:16][CH:15]([CH2:19][OH:20])[CH2:14]1.[Na+:30].[O-:26][C:27]([OH:28])=[O:29].[OH:1][OH:2]>>[O-:1][n+:11]1[c:6]([NH:5][CH2:3][CH3:4])[n:7][n+:8]([O-:21])[c:9]2[c:10]1[cH:12][c:13]1[c:17]([cH:18]2)[CH2:16][CH:15]([CH2:19][OH:20])[CH2:14]1.